From a dataset of the Open Reaction Database (ORD), a public repository of structured organic reaction records. describe an organic reaction: reactants, conditions, products, and yield The reactants are Cl[C@@H]1CN(C[C@@H](C1)OCOC)CCC1=CC=C(C=C1)OC ((3S,5R)-(+)-3-chloro-5-(methoxymethoxy)-1-(4-methoxyphenethyl)piperidine), C1=CC=CC=2NC3=C(OCC21)C=CC=C3 (5,11-dihydrodibenzo[b,e][1,4]oxazepine). Yields the product COCO[C@@H]1C[C@@H](N(C1)CCC1=CC=C(C=C1)OC)CN1C2=C(OCC3=C1C=CC=C3)C=CC=C2 ((+)-5,11-dihydro-5-[[(2R,4R)-4-(methoxymethoxy)-1-(4-methoxyphenethyl)pyrrolidin-2-yl]methyl]dibenzo[b,e][1,4]oxazepine). RXN SMILES: Cl[C@H:2]1[CH2:7][C@@H:6]([O:8][CH2:9][O:10][CH3:11])[CH2:5][N:4]([CH2:12][CH2:13][C:14]2[CH:19]=[CH:18][C:17]([O:20][CH3:21])=[CH:16][CH:15]=2)[CH2:3]1.[CH:22]1[C:32]2[CH2:31][O:30][C:29]3[CH:33]=[CH:34][CH:35]=[CH:36][C:28]=3[NH:27][C:26]=2[CH:25]=[CH:24][CH:23]=1>>[CH3:11][O:10][CH2:9][O:8][C@H:6]1[CH2:5][N:4]([CH2:12][CH2:13][C:14]2[CH:15]=[CH:16][C:17]([O:20][CH3:21])=[CH:18][CH:19]=2)[C@@H:2]([CH2:3][N:27]2[C:26]3[CH:25]=[CH:24][CH:23]=[CH:22][C:32]=3[CH2:31][O:30][C:29]3[CH:33]=[CH:34][CH:35]=[CH:36][C:28]2=3)[CH2:7]1. Procedure details: (3S,5R)-(+)-3-chloro-5-(methoxymethoxy)-1-(4-methoxyphenethyl)piperidine was coupled with 5,11-dihydrodibenzo[b,e][1,4]oxazepine as described in Example 1 to give (+)-5,11-dihydro-5-[[(2R,4R)-4-(methoxymethoxy)-1-(4-methoxyphenethyl)pyrrolidin-2-yl]methyl]dibenzo[b,e][1,4]oxazepine in 4.30 g (72.6%) yield as pale yellow oil. Reactants: [H][H] (hydrogen), [H][H] (hydrogen), C(C1=CC=CC=C1)(=O)OC=1C=CC2=C(CN3C(CN2C(CCN2CCCC2)=O)CCC3)C1 (7-benzoyloxy-2,3,5,10,11,11a-hexahydro-10-[3-(1-pyrrolidinyl)propionyl]-1H-pyrrolo[2,1-c] [1,4]benzodiazepine). The reagents and catalysts are [Pd] (palladium-on-carbon). Solvent: C(C)O (ethanol). Yields the product OC=1C=CC2=C(CN3C(CN2C(CCN2CCCC2)=O)CCC3)C1 (2,3,5,10,11,11a-hexahydro-7-hydroxy-10-[3-(1-pyrrolidinyl)propionyl]-1H-pyrrolo[2,1-c] [1,4]benzodiazepine). RXN SMILES: C([O:9][C:10]1[CH:11]=[CH:12][C:13]2[N:19]([C:20](=[O:28])[CH2:21][CH2:22][N:23]3[CH2:27][CH2:26][CH2:25][CH2:24]3)[CH2:18][CH:17]3[CH2:29][CH2:30][CH2:31][N:16]3[CH2:15][C:14]=2[CH:32]=1)(=O)C1C=CC=CC=1.[H][H]>[Pd].C(O)C>[OH:9][C:10]1[CH:11]=[CH:12][C:13]2[N:19]([C:20](=[O:28])[CH2:21][CH2:22][N:23]3[CH2:24][CH2:25][CH2:26][CH2:27]3)[CH2:18][CH:17]3[CH2:29][CH2:30][CH2:31][N:16]3[CH2:15][C:14]=2[CH:32]=1. Reported procedure: A mixture of 5 g. of 7-benzoyloxy-2,3,5,10,11,11a-hexahydro-10-[3-(1-pyrrolidinyl)propionyl]-1H-pyrrolo[2,1-c] [1,4]benzodiazepine, 250 ml. of ethanol and 2 g. of 10% palladium-on-carbon catalyst is shaken in a Parr hydrogenator under about 3 atmospheres of hydrogen pressure until hydrogen uptake is complete. The catalyst is filtered off and the mother liquor is concentrated and 2,3,5,10,11,11a-hexahydro-7-hydroxy-10-[3-(1-pyrrolidinyl)propionyl]-1H-pyrrolo[2,1-c] [1,4]benzodiazepine is obtained...